Dataset: the Open Reaction Database (ORD), a public repository of structured organic reaction records. Task: describe an organic reaction: reactants, conditions, products, and yield Starting materials: CC(=O)O, O=N[O-], [Na+], COC(=C1NC(=O)C=C1O)c1ccccc1. The product is COC(=C1NC(=O)C(=NO)C1=O)c1ccccc1. RXN SMILES: [CH3:21][C:22](=[O:23])[OH:24].[N:1](=[O:2])[O-:3].[Na+:4].[OH:5][C:6]1=[CH:7][C:8](=[O:20])[NH:9][C:10]1=[C:11]([c:12]1[cH:13][cH:14][cH:15][cH:16][cH:17]1)[O:18][CH3:19]>>[N:1]([OH:3])=[C:7]1[C:6](=[O:5])[C:10](=[C:11]([c:12]2[cH:13][cH:14][cH:15][cH:16][cH:17]2)[O:18][CH3:19])[NH:9][C:8]1=[O:20]. Starting materials: O1CCOC12CC=C(CC2)C2=CNC1=CC=CC=C21 (3-(1,4-Dioxa-spiro[4,5]dec-7-en-8-yl)-1H-indole), ClC=1C=C2C=CNC2=CC1 (5-chloroindole). Yields the product O1CCOC12CC=C(CC2)C2=CNC1=CC=C(C=C21)Cl (3-(1,4-Dioxa-spiro[4,5]dec-7-en-8-yl)-5-chloro-1H-indole). Isolated yield 96.0%. As a reaction SMILES: [O:1]1[C:5]2([CH2:10][CH2:9][C:8]([C:11]3[C:19]4[C:14](=[CH:15][CH:16]=[CH:17][CH:18]=4)[NH:13][CH:12]=3)=[CH:7][CH2:6]2)[O:4][CH2:3][CH2:2]1.[Cl:20]C1C=C2C(=CC=1)NC=C2>>[O:4]1[C:5]2([CH2:10][CH2:9][C:8]([C:11]3[C:19]4[C:14](=[CH:15][CH:16]=[C:17]([Cl:20])[CH:18]=4)[NH:13][CH:12]=3)=[CH:7][CH2:6]2)[O:1][CH2:2][CH2:3]1. Procedure: This compound was prepared in the manner described above for intermediate 1a by replacing indole with 5-chloroindole (5 g, 33 mmol) ) to afford 9.14 g (96%) of the title compound as a white solid: mp 178-181° C.; MS EI m/e 273 (M+). The reactants are C(C1=CC=CC=C1)=O (benzaldehyde), C(C)[Zn]CC (diethylzinc), polymer. Product: C1(=CC=CC=C1)[C@@H](CC)O ((R)-1-phenyl-1-propanol). RXN SMILES: [CH:1](=[O:8])[C:2]1[CH:7]=[CH:6][CH:5]=[CH:4][CH:3]=1.[CH2:9]([Zn]CC)[CH3:10]>>[C:2]1([C@H:1]([OH:8])[CH2:9][CH3:10])[CH:7]=[CH:6][CH:5]=[CH:4][CH:3]=1. Reported procedure: Reaction of benzaldehyde with diethylzinc in the presence of the polymer of Example 1 to give (R)-1-phenyl-1-propanol. The polymer of Example 1 (28 mg, 0.05 mmol based on the 2,2'-substituted biphenyl subunit) and diethylzinc (0.14 mL, 1.3 mmol) were added to a Schlenk flask containing toluene (10 mL) (dried with Na and degassed with N2), under N2 and at room temperature, to form an organozinc species. After ca. 15 min, the flask was cooled to 0° C. and benzaldehyde (0.1 mL, 1 mmol) was added in... The reactants are C(C)C=1C(=NC(=CN1)CC)N[C@H]1[C@H](CC2=CC=CC=C12)O ((1R,2S)-1-[(3,6-diethylpyrazin-2-yl)amino]-2,3-dihydro-1H-inden-2-ol), C1[C@H]([C@H](C2=CC=CC=C21)N)O ((1S,2R)-(−)-cis-1-amino-2-indanol). The product is C(C)C=1C(=NC(=CN1)CC)N[C@@H]1[C@@H](CC2=CC=CC=C12)O ((1S,2R)-1-[(3,6-diethylpyrazin-2-yl)amino]-2,3-dihydro-1H-inden-2-ol). Reaction SMILES: [CH2:1]([C:3]1[C:4]([NH:11][C@@H:12]2[C:20]3[C:15](=[CH:16][CH:17]=[CH:18][CH:19]=3)[CH2:14][C@@H:13]2[OH:21])=[N:5][C:6]([CH2:9][CH3:10])=[CH:7][N:8]=1)[CH3:2].C1C2C(=CC=CC=2)[C@H](N)[C@@H]1O>>[CH2:1]([C:3]1[C:4]([NH:11][C@H:12]2[C:20]3[C:15](=[CH:16][CH:17]=[CH:18][CH:19]=3)[CH2:14][C@H:13]2[OH:21])=[N:5][C:6]([CH2:9][CH3:10])=[CH:7][N:8]=1)[CH3:2]. Procedure details: Following the procedure for the preparation of (1R,2S)-1-[(3,6-diethylpyrazin-2-yl)amino]-2,3-dihydro-1H-inden-2-ol but substituting (1S,2R)-(−)-cis-1-amino-2-indanol and making non-critical variations provided the title compound as a light purple solid. MS (ESI+) for C17H21N3O m/z 284.0 (M+H)+. The reactants are CSC(=S)SC, CC#N, COS(=O)(=O)OC, CCOCC, F[B-](F)(F)F, [H+]. The product is CSC(SC)=[S+]C, F[B-](F)(F)F. RXN SMILES: [C:8]([S:9][CH3:10])([S:11][CH3:12])=[S:13].[CH3:14][C:15]#[N:16].[CH3:1][O:2][S:3]([O:4][CH3:5])(=[O:6])=[O:7].[CH3:23][CH2:24][O:25][CH2:26][CH3:27].[F:18][B-:19]([F:20])([F:21])[F:22].[H+:17]>>[C:8]([S:9][CH3:10])([S:11][CH3:12])=[S+:13][CH3:14].[F:18][B-:19]([F:20])([F:21])[F:22]. The reactants are CN(C)C=O, C(=NC1CCCCC1)=NC1CCCCC1, Cl, Nc1nccs1, [Na+], [OH-], CCCCc1nc2c(C(F)(F)F)cccc2c(O)c1C(=O)O. The product is CCCCc1nc2c(C(F)(F)F)cccc2c(O)c1C(=O)Nc1nccs1. Reaction SMILES: [CH3:47][N:48]([CH3:49])[CH:50]=[O:51].[CH:29]1([N:30]=[C:31]=[N:32][CH:33]2[CH2:34][CH2:35][CH2:36][CH2:37][CH2:38]2)[CH2:39][CH2:40][CH2:41][CH2:42][CH2:43]1.[ClH:46].[NH2:23][c:24]1[s:25][cH:26][cH:27][n:28]1.[Na+:45].[OH-:44].[OH:1][c:2]1[c:3]([C:20](=[O:21])[OH:22])[c:4]([CH2:16][CH2:17][CH2:18][CH3:19])[n:5][c:6]2[c:7]([C:12]([F:13])([F:14])[F:15])[cH:8][cH:9][cH:10][c:11]12>>[OH:1][c:2]1[c:3]([C:20](=[O:21])[NH:23][c:24]2[s:25][cH:26][cH:27][n:28]2)[c:4]([CH2:16][CH2:17][CH2:18][CH3:19])[n:5][c:6]2[c:7]([C:12]([F:13])([F:14])[F:15])[cH:8][cH:9][cH:10][c:11]12.